From a dataset of the Open Reaction Database (ORD), a public repository of structured organic reaction records. describe an organic reaction: reactants, conditions, products, and yield The reactants are CN1CC2=C(N(C=3C=CC(=CC23)C)CC(=O)O)CC1 (2-(1,2,3,4-tetrahydro-2,8-dimethylpyrido[4,3-b]indol-5-yl)acetic acid), CC1CNCCC1 (3-methyl piperidine), C1CCC(CC1)N=C=NC2CCCCC2 (DCC). Reagents/catalysts: CN(C)C=1C=CN=CC1 (DMAP). The solvent is C(Cl)Cl (DCM). Conditions: time 3 hour. Product: CN1CC2=C(N(C=3C=CC(=CC23)C)CC(=O)N2CC(CCC2)C)CC1 (2-(1,2,3,4-tetrahydro-2,8-dimethylpyrido[4,3-b]indol-5-yl)-1-(3-methylpiperidin-1-yl)ethanone). The yield is 49.1%. RXN SMILES: [CH3:1][N:2]1[CH2:19][CH2:18][C:5]2[N:6]([CH2:14][C:15]([OH:17])=O)[C:7]3[CH:8]=[CH:9][C:10]([CH3:13])=[CH:11][C:12]=3[C:4]=2[CH2:3]1.[CH3:20][CH:21]1[CH2:26][CH2:25][CH2:24][NH:23][CH2:22]1.C1CCC(N=C=NC2CCCCC2)CC1>CN(C1C=CN=CC=1)C.C(Cl)Cl>[CH3:1][N:2]1[CH2:19][CH2:18][C:5]2[N:6]([CH2:14][C:15]([N:23]3[CH2:24][CH2:25][CH2:26][CH:21]([CH3:20])[CH2:22]3)=[O:17])[C:7]3[CH:8]=[CH:9][C:10]([CH3:13])=[CH:11][C:12]=3[C:4]=2[CH2:3]1. Reported procedure: A mixture of 2-(1,2,3,4-tetrahydro-2,8-dimethylpyrido[4,3-b]indol-5-yl)acetic acid (50 mg, 0.205 mmol), 3-methyl piperidine (19 mg, 0.205 mmol), DCC (46 mg, 0.22 mmol), and DMAP (27 mg, 0.22 mmol) in dry DCM (2.0 mL) was stirred at room temperature for 3 h. The reaction mixture was filtered through Celite and concentrated using rotary evaporator afforded 34.2 mg of 2-(1,2,3,4-tetrahydro-2,8-dimethylpyrido[4,3-b]indol-5-yl)-1-(3-methylpiperidin-1-yl)ethanone as TFA Salt after purification by reve... Reactants: C(=O)[C@H]1CN(C[C@@H]1C1=CC=CC=C1)[C@@H](C(=O)OCC1=CC=CC=C1)C1CCCCC1 (2-(R)-(3-(R)-formyl-4-(S)-phenylpyrrolidin-1-yl)-2-(cyclohexyl)acetic acid, benzyl ester), FC=1C=C(C=C(C1)F)CCCC1CCNCC1 (4-(3-(3,5-difluorophenyl)propyl)piperidine), FC=1C=C(C=C(C1)F)CCCC1CCNCC1 (4-(3-(3,5-Difluorophenyl)propyl)piperidine). Product: FC=1C=C(C=C(C1)F)CCCC1CCN(CC1)C[C@H]1CN(C[C@@H]1C1=CC=CC=C1)[C@@H](C(=O)O)C1CCCCC1 (2-(R)-(3-(S)-((4-(3-(3,5-Difluorophenyl)propyl)piperidin-1-yl)methyl)-4-(S)-phenylpyrrolidin-1-yl)-2-(cyclohexyl)acetic acid). Reaction SMILES: [CH:1]([C@@H:3]1[C@@H:7]([C:8]2[CH:13]=[CH:12][CH:11]=[CH:10][CH:9]=2)[CH2:6][N:5]([C@H:14]([CH:25]2[CH2:30][CH2:29][CH2:28][CH2:27][CH2:26]2)[C:15]([O:17]CC2C=CC=CC=2)=[O:16])[CH2:4]1)=O.[F:31][C:32]1[CH:33]=[C:34]([CH2:39][CH2:40][CH2:41][CH:42]2[CH2:47][CH2:46][NH:45][CH2:44][CH2:43]2)[CH:35]=[C:36]([F:38])[CH:37]=1>>[F:31][C:32]1[CH:33]=[C:34]([CH2:39][CH2:40][CH2:41][CH:42]2[CH2:43][CH2:44][N:45]([CH2:1][C@@H:3]3[C@@H:7]([C:8]4[CH:9]=[CH:10][CH:11]=[CH:12][CH:13]=4)[CH2:6][N:5]([C@H:14]([CH:25]4[CH2:30][CH2:29][CH2:28][CH2:27][CH2:26]4)[C:15]([OH:17])=[O:16])[CH2:4]3)[CH2:46][CH2:47]2)[CH:35]=[C:36]([F:38])[CH:37]=1. Reported procedure: The title compound was prepared from 2-(R)-(3-(R)-formyl-4-(S)-phenylpyrrolidin-1-yl)-2-(cyclohexyl)acetic acid, benzyl ester (from EXAMPLE 1, Step I) and 4-(3-(3,5-difluorophenyl)propyl)piperidine.HCl (from EXAMPLE 95, Step E) using procedures analogous to those described in EXAMPLE 1, Steps J and K. For the title compound: 1H NMR (500 MHz, CD3OD) δ 1.14-1.47 (1OH). 1.58-1.68 (6H). 1.77-1.84 (6H). 2.06 (t, J=11.0, 1H), 2.36 (d, J=12.3, 1H), 2.53-2.59 (3H). 2.75-2.81 (2H). 2.96 (d, J=10.5, 1H), ...